This data is from the Open Reaction Database (ORD), a public repository of structured organic reaction records. The task is: describe an organic reaction: reactants, conditions, products, and yield Reactants: COc1ccc2c(Cl)nc(Nc3cc(C)[nH]n3)cc2c1, Oc1ccccc1F. The product is COc1ccc2c(Oc3ccccc3F)nc(Nc3cc(C)[nH]n3)cc2c1. RXN SMILES: [Cl:9][c:10]1[n:11][c:12]([NH:22][c:23]2[n:24][nH:25][c:26]([CH3:28])[cH:27]2)[cH:13][c:14]2[cH:15][c:16]([O:20][CH3:21])[cH:17][cH:18][c:19]12.[F:1][c:2]1[c:3]([OH:8])[cH:4][cH:5][cH:6][cH:7]1>>[F:1][c:2]1[c:3]([O:8][c:10]2[n:11][c:12]([NH:22][c:23]3[n:24][nH:25][c:26]([CH3:28])[cH:27]3)[cH:13][c:14]3[cH:15][c:16]([O:20][CH3:21])[cH:17][cH:18][c:19]23)[cH:4][cH:5][cH:6][cH:7]1. Starting materials: C(C1=CC=CC=C1)Br (benzyl bromide), C(N1C=NC=C1)N1C=NC=C1 (1,1′-methylenediimidazole). The solvent is O1CCCC1 (tetrahydrofuran). Reaction conditions: time 4 day. Yields the product [Br-].[Br-].C(C1=CC=CC=C1)[N+]1=CN(C=C1)CN1C=[N+](C=C1)CC1=CC=CC=C1 (1,1′-dibenzyl-3,3′-methylenediimidazolium dibromide). As a reaction SMILES: [CH2:1]([Br:8])[C:2]1[CH:7]=[CH:6][CH:5]=[CH:4][CH:3]=1.[CH2:9]([N:15]1[CH:19]=[CH:18][N:17]=[CH:16]1)[N:10]1[CH:14]=[CH:13][N:12]=[CH:11]1>O1CCCC1>[Br-:8].[Br-:8].[CH2:1]([N+:17]1[CH:18]=[CH:19][N:15]([CH2:9][N:10]2[CH:14]=[CH:13][N+:12]([CH2:1][C:2]3[CH:7]=[CH:6][CH:5]=[CH:4][CH:3]=3)=[CH:11]2)[CH:16]=1)[C:2]1[CH:7]=[CH:6][CH:5]=[CH:4][CH:3]=1 |f:3.4.5|. Reported procedure: 2 ml of benzyl bromide in 8 ml of tetrahydrofuran are added to 0.0034 mol of 1,1′-methylenediimidazole 4 in an ACE pressure tube, and the mixture is stirred at room temperature for 4 days. The precipitated solid is washed with tetrahydrofuran and then taken up in acetonitrile, admixed once again with 1 ml of benzyl bromide and stirred at 60° C. for 24 hours, at room temperature for 3 days and at 80° C. for a further 30 hours. The resulting solid is filtered off, washed again with tetrahydrofuran...